From a dataset of the Open Reaction Database (ORD), a public repository of structured organic reaction records. describe an organic reaction: reactants, conditions, products, and yield Reactants: IC1=CC=C(C(=O)OC)C=C1 (methyl 4-iodobenzoate), [Cl-].[Li+].C(C)(C)[Mg]Cl (isopropylmagnesium chloride lithium chloride), O (Water), CC(CC=O)(C)C (3,3-Dimethylbutanal). The solvent is O1CCCC1 (tetrahydrofuran). Conditions: temperature -40 celsius, time 30 minute. Yields the product OC(CC(C)(C)C)C1=CC=C(C(=O)OC)C=C1 ((+/−)-methyl 4-(1-hydroxy-3,3-dimethylbutyl)benzoate). The yield is 94.7%. Reaction SMILES: I[C:2]1[CH:11]=[CH:10][C:5]([C:6]([O:8][CH3:9])=[O:7])=[CH:4][CH:3]=1.[Cl-].[Li+].C([Mg]Cl)(C)C.[CH3:19][C:20]([CH3:25])([CH3:24])[CH2:21][CH:22]=[O:23].O>O1CCCC1>[OH:23][CH:22]([C:2]1[CH:11]=[CH:10][C:5]([C:6]([O:8][CH3:9])=[O:7])=[CH:4][CH:3]=1)[CH2:21][C:20]([CH3:25])([CH3:24])[CH3:19] |f:1.2.3|. Procedure details: To a −40° C. solution of methyl 4-iodobenzoate (1 g, 4 mmol) in tetrahydrofuran (10 mL) was added isopropylmagnesium chloride lithium chloride (3.82 mL, 1.3 M in THF, 4.98 mmol). The mixture was stirred at −40° C. for 30 minutes, 3,3-Dimethylbutanal (573 mg, 2.86 mmol) was added. The reaction was stirred at room temperature for 4 hours. Water (10 mL) was added and the mixture was extracted with ethyl acetate. The organic layer was dried over sodium sulfate, filtered and concentrated. Purificatio... Starting materials: CO, CS(=O)(=O)c1ccccc1[N+](=O)[O-], O=S(=O)(O)O. Yields the product CS(=O)(=O)c1ccccc1N. Reaction SMILES: [CH3:14][OH:15].[CH3:1][S:2](=[O:3])(=[O:4])[c:5]1[c:6]([N+:11]([O-:12])=[O:13])[cH:7][cH:8][cH:9][cH:10]1.[S:16](=[O:17])(=[O:18])([OH:19])[OH:20]>>[CH3:1][S:2](=[O:3])(=[O:4])[c:5]1[c:6]([NH2:11])[cH:7][cH:8][cH:9][cH:10]1. Reactants: O1C(CCCC1)ONC(=O)[C@@H](C\C=C\C1=CC=CC=C1)[C@H](C(=O)NNCC(C)C)CC(C)C ((E)-2(R)-[1(S)-[(tetrahydro-2(RS)-pyranyloxy)carbamoyl]-4-phenyl-3-butenyl]-2′-isobutyl-4-methylvalerohydrazide), C1(C=2C(C(N1CCS(=O)(=O)Cl)=O)=CC=CC2)=O (2-phthalimidoethanesulphonyl chloride), N1=CC=CC=C1 (pyridine), O=C(CN1C(C=2C(C1=O)C(C=CC2)=O)=O)S(=O)(=O)Cl (1,3-dioxo-2-phthalimidoethanesulphonyl chloride). Run in ClCCl (dichloromethane). Conditions: time 2 hour. Product: O1C(CCCC1)ONC(=O)[C@@H](C\C=C\C1=CC=CC=C1)[C@H](C(=O)NN(S(=O)(=O)C(CN1C(C=2C(C1=O)C(C=CC2)=O)=O)=O)CC(C)C)CC(C)C ((E)-2(R)-[1(S)-[(tetrahydro-2(RS)-pyranyloxy)carbamoyl]-4-phenyl-3-butenyl]-2′-isobutyl-2′-(1,3-dioxo-2-phthalimidoethanesulphonyl)-4-methylvalerohydrazide). Yield: 68.4%. RXN SMILES: [O:1]1[CH2:6][CH2:5][CH2:4][CH2:3][CH:2]1[O:7][NH:8][C:9]([C@H:11]([C@@H:21]([CH2:30][CH:31]([CH3:33])[CH3:32])[C:22]([NH:24][NH:25][CH2:26][CH:27]([CH3:29])[CH3:28])=[O:23])[CH2:12]/[CH:13]=[CH:14]/[C:15]1[CH:20]=[CH:19][CH:18]=[CH:17][CH:16]=1)=[O:10].C1(=O)N(CCS(Cl)(=O)=O)C(=O)C2=CC=CC=C12.N1C=CC=CC=1.[O:57]=[C:58]([S:72](Cl)(=[O:74])=[O:73])[CH2:59][N:60]1[C:64](=[O:65])[CH:63]2[C:66](=[O:70])[CH:67]=[CH:68][CH:69]=[C:62]2[C:61]1=[O:71]>ClCCl>[O:1]1[CH2:6][CH2:5][CH2:4][CH2:3][CH:2]1[O:7][NH:8][C:9]([C@H:11]([C@@H:21]([CH2:30][CH:31]([CH3:33])[CH3:32])[C:22]([NH:24][N:25]([CH2:26][CH:27]([CH3:28])[CH3:29])[S:72]([C:58](=[O:57])[CH2:59][N:60]1[C:64](=[O:65])[CH:63]2[C:66](=[O:70])[CH:67]=[CH:68][CH:69]=[C:62]2[C:61]1=[O:71])(=[O:73])=[O:74])=[O:23])[CH2:12]/[CH:13]=[CH:14]/[C:15]1[CH:20]=[CH:19][CH:18]=[CH:17][CH:16]=1)=[O:10]. Procedure: A solution of 0.459 g of (E)-2(R)-[1(S)-[(tetrahydro-2(RS)-pyranyloxy)carbamoyl]-4-phenyl-3-butenyl]-2′-isobutyl-4-methylvalerohydrazide in 8 ml of dichloromethane was treated with 0.287 g of 2-phthalimidoethanesulphonyl chloride and 0.1 ml of pyridine at room temperature under a nitrogen atmosphere. The mixture was stirred for 2 hours at room temperature and a further 0.287 g of 1,3-dioxo-2-phthalimidoethanesulphonyl chloride was added. The mixture was stirred overnight at room temperature and ... Reactants: Cn1nnnc1C(=NOCc1cccc(Br)n1)c1ccccc1, CCN(C(C)C)C(C)C, C1CCOC1, CCOC(C)=O, C#CCCCC, I[Cu]I, N#N, c1ccc(P(c2ccccc2)(c2ccccc2)[Pd](P(c2ccccc2)(c2ccccc2)c2ccccc2)(P(c2ccccc2)(c2ccccc2)c2ccccc2)P(c2ccccc2)(c2ccccc2)c2ccccc2)cc1. Product: CCCCC#Cc1cccc(CON=C(c2ccccc2)c2nnnn2C)n1. As a reaction SMILES: [Br:1][c:2]1[cH:3][cH:4][cH:5][c:6]([CH2:8][O:9][N:10]=[C:11]([c:12]2[cH:13][cH:14][cH:15][cH:16][cH:17]2)[c:18]2[n:19][n:20][n:21][n:22]2[CH3:23])[n:7]1.[CH2:32]([N:33]([CH:34]([CH3:35])[CH3:36])[CH:37]([CH3:38])[CH3:39])[CH3:40].[CH2:41]1[O:42][CH2:43][CH2:44][CH2:45]1.[CH3:46][CH2:47][O:48][C:49]([CH3:50])=[O:51].[CH:26]#[C:27][CH2:28][CH2:29][CH2:30][CH3:31].[Cu:52]([I:53])[I:54].[N:24]#[N:25].[cH:55]1[cH:56][cH:57][c:58]([P:59]([Pd:60]([P:61]([c:62]2[cH:63][cH:64][cH:65][cH:66][cH:67]2)([c:68]2[cH:69][cH:70][cH:71][cH:72][cH:73]2)[c:74]2[cH:75][cH:76][cH:77][cH:78][cH:79]2)([P:80]([c:81]2[cH:82][cH:83][cH:84][cH:85][cH:86]2)([c:87]2[cH:88][cH:89][cH:90][cH:91][cH:92]2)[c:93]2[cH:94][cH:95][cH:96][cH:97][cH:98]2)[P:99]([c:100]2[cH:101][cH:102][cH:103][cH:104][cH:105]2)([c:106]2[cH:107][cH:108][cH:109][cH:110][cH:111]2)[c:112]2[cH:113][cH:114][cH:115][cH:116][cH:117]2)([c:118]2[cH:119][cH:120][cH:121][cH:122][cH:123]2)[c:124]2[cH:125][cH:126][cH:127][cH:128][cH:129]2)[cH:130][cH:131]1>>[c:2]1([C:26]#[C:27][CH2:28][CH2:29][CH2:30][CH3:31])[cH:3][cH:4][cH:5][c:6]([CH2:8][O:9][N:10]=[C:11]([c:12]2[cH:13][cH:14][cH:15][cH:16][cH:17]2)[c:18]2[n:19][n:20][n:21][n:22]2[CH3:23])[n:7]1. Reactants: C(C)(C)(C)O[C@H](C(=O)OCC)C=1C(=NC=2N(C1C=1C(=C3CCCOC3=C(C1)F)C)N=C(C2)C(NCC2=CC(=C(C=C2)F)C)=O)C ((2S)-ethyl 2-(tert-butoxy)-2-(2-((4-fluoro-3-methylbenzyl)carbamoyl)-7-(8-fluoro-5-methylchroman-6-yl)-5-methylpyrazolo[1,5-a]pyrimidin-6-yl)acetate), C1CC(=O)N(C1=O)Cl (NCS). Run in C(Cl)Cl (DCM), C(C)(=O)O (acetic acid). Run at time 18 hour. Yields the product C(C)(C)(C)O[C@H](C(=O)OCC)C=1C(=NC=2N(C1C=1C(=C3CCCOC3=C(C1)F)C)N=C(C2Cl)C(NCC2=CC(=C(C=C2)F)C)=O)C ((2S)-Ethyl 2-(tert-butoxy)-2-(3-chloro-2-((4-fluoro-3-methylbenzyl)carbamoyl)-7-(8-fluoro-5-methylchroman-6-yl)-5-methylpyrazolo[1,5-a]pyrimidin-6-yl)acetate). The yield is 52.5%. RXN SMILES: [C:1]([O:5][C@@H:6]([C:12]1[C:13]([CH3:45])=[N:14][C:15]2[N:16]([N:30]=[C:31]([C:33](=[O:44])[NH:34][CH2:35][C:36]3[CH:41]=[CH:40][C:39]([F:42])=[C:38]([CH3:43])[CH:37]=3)[CH:32]=2)[C:17]=1[C:18]1[C:19]([CH3:29])=[C:20]2[C:25](=[C:26]([F:28])[CH:27]=1)[O:24][CH2:23][CH2:22][CH2:21]2)[C:7]([O:9][CH2:10][CH3:11])=[O:8])([CH3:4])([CH3:3])[CH3:2].C1C(=O)N([Cl:53])C(=O)C1>C(O)(=O)C.C(Cl)Cl>[C:1]([O:5][C@@H:6]([C:12]1[C:13]([CH3:45])=[N:14][C:15]2[N:16]([N:30]=[C:31]([C:33](=[O:44])[NH:34][CH2:35][C:36]3[CH:41]=[CH:40][C:39]([F:42])=[C:38]([CH3:43])[CH:37]=3)[C:32]=2[Cl:53])[C:17]=1[C:18]1[C:19]([CH3:29])=[C:20]2[C:25](=[C:26]([F:28])[CH:27]=1)[O:24][CH2:23][CH2:22][CH2:21]2)[C:7]([O:9][CH2:10][CH3:11])=[O:8])([CH3:4])([CH3:3])[CH3:2]. Reported procedure: To a solution of (2S)-ethyl 2-(tert-butoxy)-2-(2-((4-fluoro-3-methylbenzyl)carbamoyl)-7-(8-fluoro-5-methylchroman-6-yl)-5-methylpyrazolo[1,5-a]pyrimidin-6-yl)acetate (40 mg, 0.064 mmol, 1 equiv) in acetic acid (0.64 mL) was added NCS (10 mg, 0.077 mmol, 1.2 equiv). After stirring 18 h, reaction is pale yellow solution. LCMS indicated complete conversion. The reaction was diluted with DCM and washed with saturated aqueous bicarbonate. The DCM layer was dried (Na2SO4) and concentrated in vacuo. Th...